This data is from the Open Reaction Database (ORD), a public repository of structured organic reaction records. The task is: describe an organic reaction: reactants, conditions, products, and yield Reactants: CCOCC, CC(C)(C)O, CN(C)c1ccccc1, O=C(Cl)CCCCl. Product: CC(C)(C)OC(=O)CCCCl. As a reaction SMILES: [CH2:22]([O:23][CH2:24][CH3:25])[CH3:26].[CH3:17][C:18]([CH3:19])([CH3:20])[OH:21].[CH3:8][N:9]([c:10]1[cH:11][cH:12][cH:13][cH:14][cH:15]1)[CH3:16].[Cl:1][CH2:2][CH2:3][CH2:4][C:5](=[O:6])[Cl:7]>>[Cl:1][CH2:2][CH2:3][CH2:4][C:5](=[O:6])[O:21][C:18]([CH3:17])([CH3:19])[CH3:20]. Reactants: CO, NCc1ccccc1, CCOC(=O)N1CCC(=O)CC1Cc1ccccc1, c1ccsc1. Yields the product CCOC(=O)N1CCC(NCc2ccccc2)CC1Cc1ccccc1. As a reaction SMILES: [CH3:28][OH:29].[NH2:20][CH2:21][c:22]1[cH:23][cH:24][cH:25][cH:26][cH:27]1.[O:1]=[C:2]1[CH2:3][CH:4]([CH2:13][c:14]2[cH:15][cH:16][cH:17][cH:18][cH:19]2)[N:5]([C:8](=[O:9])[O:10][CH2:11][CH3:12])[CH2:6][CH2:7]1.[cH:30]1[cH:31][s:32][cH:33][cH:34]1>>[CH:2]1([NH:20][CH2:21][c:22]2[cH:23][cH:24][cH:25][cH:26][cH:27]2)[CH2:3][CH:4]([CH2:13][c:14]2[cH:15][cH:16][cH:17][cH:18][cH:19]2)[N:5]([C:8](=[O:9])[O:10][CH2:11][CH3:12])[CH2:6][CH2:7]1.